This data is from the Open Reaction Database (ORD), a public repository of structured organic reaction records. The task is: describe an organic reaction: reactants, conditions, products, and yield Starting materials: CS(C)=O, CCN(C(C)C)C(C)C, O, c1ccc(-c2ccc(N3CCNCC3)nc2)cc1, O=C(Nc1cccnc1)OCC(Cl)(Cl)Cl. Yields the product O=C(Nc1cccnc1)N1CCN(c2ccc(-c3ccccc3)cn2)CC1. Reaction SMILES: [CH3:43][S:44]([CH3:45])=[O:46].[CH:34]([N:35]([CH:36]([CH3:37])[CH3:38])[CH2:39][CH3:40])([CH3:41])[CH3:42].[OH2:47].[c:16]1(-[c:22]2[cH:23][cH:24][c:25]([N:28]3[CH2:29][CH2:30][NH:31][CH2:32][CH2:33]3)[n:26][cH:27]2)[cH:17][cH:18][cH:19][cH:20][cH:21]1.[n:1]1[cH:2][c:3]([NH:7][C:8]([O:9][CH2:10][C:11]([Cl:12])([Cl:13])[Cl:14])=[O:15])[cH:4][cH:5][cH:6]1>>[n:1]1[cH:2][c:3]([NH:7][C:8](=[O:15])[N:31]2[CH2:30][CH2:29][N:28]([c:25]3[cH:24][cH:23][c:22](-[c:16]4[cH:17][cH:18][cH:19][cH:20][cH:21]4)[cH:27][n:26]3)[CH2:33][CH2:32]2)[cH:4][cH:5][cH:6]1. Starting materials: COC=1C(=C(C(=O)O)C=CC1)C (3-methoxy-2-methylbenzoic acid), C1CC(=O)N(C1=O)Br (NBS), CC(C)(C#N)N=NC(C)(C)C#N (AIBN). The solvent is ClC1=CC=CC=C1 (chlorobenzene). Product: BrCC1=C(C(=O)O)C=CC=C1OC (2-Bromomethyl-3-methoxybenzoic acid). RXN SMILES: [CH3:1][O:2][C:3]1[C:4]([CH3:12])=[C:5]([CH:9]=[CH:10][CH:11]=1)[C:6]([OH:8])=[O:7].C1C(=O)N([Br:20])C(=O)C1.CC(N=NC(C#N)(C)C)(C#N)C>ClC1C=CC=CC=1>[Br:20][CH2:12][C:4]1[C:3]([O:2][CH3:1])=[CH:11][CH:10]=[CH:9][C:5]=1[C:6]([OH:8])=[O:7]. Procedure: for the synthesis of the title compound, 6.64 g (0.040 mol) of 3-methoxy-2-methylbenzoic acid, 7.1 g (0.040 mol) of NBS and 0.25 g of AIBN in 150 ml of chlorobenzene are reacted by method H (variant 1). Reactants: C(C)(C)[N-]C(C)C.[Li+] (lithium diisopropylamide), ClC1=C(C=CC=C1)C1C2=C(NC(=C1C(=O)OCC)C)COC2=O (ethyl 4-(2-chlorophenyl)-2-methyl-5-oxo-1,4,5,7-tetrahydrofuro-[3,4-b]pyridine-3-carboxylate), C(C)I (ethyl iodide). The solvent is O1CCCC1 (tetrahydrofuran). Reaction conditions: time 1 hour. The product is ClC1=C(C=CC=C1)C1C2=C(N(C(=C1C(=O)OCC)C)CC)COC2=O (Ethyl 4-(2-chlorophenyl)-1-ethyl-2-methyl-5-oxo-1,4,5,7-tetrahydrofuro-[3,4-b]pyridine-3-carboxylate). As a reaction SMILES: [Cl:1][C:2]1[CH:7]=[CH:6][CH:5]=[CH:4][C:3]=1[CH:8]1[C:13]([C:14]([O:16][CH2:17][CH3:18])=[O:15])=[C:12]([CH3:19])[NH:11][C:10]2[CH2:20][O:21][C:22](=[O:23])[C:9]1=2.[CH:24]([N-]C(C)C)(C)[CH3:25].[Li+].C(I)C>O1CCCC1>[Cl:1][C:2]1[CH:7]=[CH:6][CH:5]=[CH:4][C:3]=1[CH:8]1[C:13]([C:14]([O:16][CH2:17][CH3:18])=[O:15])=[C:12]([CH3:19])[N:11]([CH2:24][CH3:25])[C:10]2[CH2:20][O:21][C:22](=[O:23])[C:9]1=2 |f:1.2|. Reported procedure: 50 mmol of ethyl 4-(2-chlorophenyl)-2-methyl-5-oxo-1,4,5,7-tetrahydrofuro-[3,4-b]pyridine-3-carboxylate are dissolved in tetrahydrofuran, and 50 mmol of lithium diisopropylamide followed by 50 mmol of ethyl iodide are added at -78° C. The mixture is heated to room temperature and stirred for 1 hour, and is worked up analogously to Example 1. Starting materials: BrC1=CC(=C(OC2=NC=NC3=CC(=C(C=C23)OC)OCCCNC(=O)OC(C)(C)C)C=C1)F (4-(4-Bromo-2-fluorophenoxy)-7-(3-(N-tertbutoxycarbonylamino)propoxy)-6-methoxyquinazoline). Run in FC(C(=O)O)(F)F (trifluoroacetic acid). Reaction conditions: temperature 85 celsius. Yields the product NCCCOC1=C(C=C2C(=NC=NC2=C1)OC1=C(C=C(C=C1)Br)F)OC (7-(3-aminopropoxy)-4-(4-bromo-2-fluorophenoxy)-6-methoxyquinazoline). Yield: 99.7%. As a reaction SMILES: [Br:1][C:2]1[CH:32]=[CH:31][C:5]([O:6][C:7]2[C:16]3[C:11](=[CH:12][C:13]([O:19][CH2:20][CH2:21][CH2:22][NH:23]C(OC(C)(C)C)=O)=[C:14]([O:17][CH3:18])[CH:15]=3)[N:10]=[CH:9][N:8]=2)=[C:4]([F:33])[CH:3]=1>FC(F)(F)C(O)=O>[NH2:23][CH2:22][CH2:21][CH2:20][O:19][C:13]1[CH:12]=[C:11]2[C:16]([C:7]([O:6][C:5]3[CH:31]=[CH:32][C:2]([Br:1])=[CH:3][C:4]=3[F:33])=[N:8][CH:9]=[N:10]2)=[CH:15][C:14]=1[O:17][CH3:18]. Reported procedure: 4-(4-Bromo-2-fluorophenoxy)-7-(3-(N-tertbutoxycarbonylamino)propoxy)-6-methoxyquinazoline (5.46 g, 10.5 mmol) was taken up in trifluoroacetic acid (75 ml) and heated at 85° C. for 1.5 hours. The solution was allowed to cool and the excess trifluoroacetic acid removed by evaporation. The residue was then treated with aqueous ammonia (0.88) solution, extracted with dichloromethane (3×150 ml) and filtered through phase separating paper. The solvent was removed by evaporation to give 7-(3-aminopropo... Starting materials: C1CCOC1, Fc1cccc(CSc2nc(Cl)cc(Cl)n2)c1F, [H-], [Na+], OCCCO. Yields the product OCCCOc1cc(Cl)nc(SCc2cccc(F)c2F)n1. Reaction SMILES: [CH2:26]1[O:27][CH2:28][CH2:29][CH2:30]1.[Cl:1][c:2]1[n:3][c:4]([S:9][CH2:10][c:11]2[c:12]([F:18])[c:13]([F:17])[cH:14][cH:15][cH:16]2)[n:5][c:6]([Cl:8])[cH:7]1.[H-:25].[Na+:24].[OH:19][CH2:20][CH2:21][CH2:22][OH:23]>>[c:2]1([O:19][CH2:20][CH2:21][CH2:22][OH:23])[n:3][c:4]([S:9][CH2:10][c:11]2[c:12]([F:18])[c:13]([F:17])[cH:14][cH:15][cH:16]2)[n:5][c:6]([Cl:8])[cH:7]1. Reactants: C(CCC)[Sn](CCCC)=O (dibutyltin oxide), C(CO)O (ethylene glycol). Solvent: C1=CC=CC=C1 (benzene). Conditions: time 4 hour. Yields the product C(CCC)[Sn]1(OCCO1)CCCC (1,1-dibutylstanna-2,5-dioxacyclopentane). The yield is 94.2%. As a reaction SMILES: [CH2:1]([Sn:5](=[O:10])[CH2:6][CH2:7][CH2:8][CH3:9])[CH2:2][CH2:3][CH3:4].[CH2:11](O)[CH2:12][OH:13]>C1C=CC=CC=1>[CH2:1]([Sn:5]1([CH2:6][CH2:7][CH2:8][CH3:9])[O:13][CH2:12][CH2:11][O:10]1)[CH2:2][CH2:3][CH3:4]. Procedure details: 24.98 g (0.1 mol) of dibutyltin oxide and 6.21 g (0.1 mol) of ethylene glycol were introduced into a 500 ml reaction vessel equipped with a Dean-Stark device, and the atmosphere in the reaction vessel was replaced by argon. 250 ml of benzene was added, and the mixture was dehydrated by azeotropic distillation at 93° C. and stirred for 4 hours during which it became an uniform solution. Then, the solution was filtered while it was hot. The benzene was distilled off under reduced pressure, and the...